Dataset: the Open Reaction Database (ORD), a public repository of structured organic reaction records. Task: describe an organic reaction: reactants, conditions, products, and yield The reactants are N(=O)[O-].[Na+] (sodium nitrite), [I-].[Na+] (sodium iodide), NC=1C=C2CCCC(C2=CC1)=O (6-amino-3,4-dihydronaphthalen-1(2H)-one), S(O)(O)(=O)=O (sulfuric acid). The solvent is O (water), O (water), C(C)(=O)O (acetic acid), O (water). Run at temperature 0 celsius, time 10 minute. Product: IC=1C=C2CCCC(C2=CC1)=O (6-iodo-3,4-dihydronaphthalen-1(2H)-one). Yield: 68.4%. Reaction SMILES: N[C:2]1[CH:3]=[C:4]2[C:9](=[CH:10][CH:11]=1)[C:8](=[O:12])[CH2:7][CH2:6][CH2:5]2.S(=O)(=O)(O)O.N([O-])=O.[Na+].[I-:22].[Na+]>C(O)(=O)C.O>[I:22][C:2]1[CH:3]=[C:4]2[C:9](=[CH:10][CH:11]=1)[C:8](=[O:12])[CH2:7][CH2:6][CH2:5]2 |f:2.3,4.5|. Procedure: To a stirred clear solution of 6-amino-3,4-dihydronaphthalen-1(2H)-one (15 g, 93 mmol) in acetic acid (150 mL) and water (150 mL) was added sulfuric acid (5.5 mL, 101 mmol) dropwise at 0° C. A solution of sodium nitrite (12.90 g, 187 mmol) in water (100 mL) was then added dropwise over 40 min at the same temperature. The mixture was stirred at 0° C. for 10 min before being added to a stirred solution of sodium iodide (55.8 g, 372 mmol) in water (600 mL) slowly over 2 h at 0° C. The resulting bro... The reactants are COc1ccc(C2=C(c3ccc(OC4CCCCO4)cc3)CCCc3cc(OC4CCCCO4)ccc32)cc1, C[S-], CN(C)C=O, [Na+], O. Yields the product Oc1ccc(C2=C(c3ccc(OC4CCCCO4)cc3)CCCc3cc(OC4CCCCO4)ccc32)cc1. As a reaction SMILES: [CH3:1][O:2][c:3]1[cH:4][cH:5][c:6]([C:9]2=[C:10]([c:27]3[cH:28][cH:29][c:30]([O:33][CH:34]4[O:35][CH2:36][CH2:37][CH2:38][CH2:39]4)[cH:31][cH:32]3)[CH2:11][CH2:12][CH2:13][c:14]3[c:15]2[cH:16][cH:17][c:18]([O:20][CH:21]2[O:22][CH2:23][CH2:24][CH2:25][CH2:26]2)[cH:19]3)[cH:7][cH:8]1.[CH3:40][S-:41].[CH3:44][N:45]([CH3:46])[CH:47]=[O:48].[Na+:42].[OH2:43]>>[OH:2][c:3]1[cH:4][cH:5][c:6]([C:9]2=[C:10]([c:27]3[cH:28][cH:29][c:30]([O:33][CH:34]4[O:35][CH2:36][CH2:37][CH2:38][CH2:39]4)[cH:31][cH:32]3)[CH2:11][CH2:12][CH2:13][c:14]3[c:15]2[cH:16][cH:17][c:18]([O:20][CH:21]2[O:22][CH2:23][CH2:24][CH2:25][CH2:26]2)[cH:19]3)[cH:7][cH:8]1. The reactants are C(C)(=O)O[C@H]1[C@@H](O[C@@H]([C@H]([C@@H]1OC(C)=O)OC(C)=O)COC(C)=O)OC1=NNC(=C1CC1=C(C=C(C=C1)OCCC(=O)O)C)C(C)C (3-(2,3,4,6-tetra-O-acetyl-β-D-glucopyranosyloxy)-4-{[4-(2-carboxyethoxy)-2-methyl-phenyl]methyl}-5-isopropyl-1H-pyrazole), Cl.N[C@H](C(=O)N)CCCCNC(=O)OCC1=CC=CC=C1 ((S)-2-amino-6-(benzyloxycarbonylamino)hexanamide hydrochloride), C(C1=CC=CC=C1)N1CCNCC1 (1-benzyl-piperazine). Yields the product NCCCC[C@@H](C(N)=O)NC(=O)CCOC1=CC(=C(C=C1)CC=1C(=NNC1C(C)C)O[C@H]1[C@H](O)[C@@H](O)[C@H](O)[C@H](O1)CO)C (4-[(4-{2-[(S)-5-Amino-1-(carbamoyl)pentylcarbamoyl]ethoxy}-2-methylphenyl)methyl]-3-(β-D-glucopyranosyloxy)-5-isopropyl-1H-pyrazole). RXN SMILES: C([O:4][C@@H:5]1[C@@H:10]([O:11]C(=O)C)[C@H:9]([O:15]C(=O)C)[C@@H:8]([CH2:19][O:20]C(=O)C)[O:7][C@H:6]1[O:24][C:25]1[C:29]([CH2:30][C:31]2[CH:36]=[CH:35][C:34]([O:37][CH2:38][CH2:39][C:40](O)=[O:41])=[CH:33][C:32]=2[CH3:43])=[C:28]([CH:44]([CH3:46])[CH3:45])[NH:27][N:26]=1)(=O)C.Cl.[NH2:48][C@@H:49]([CH2:53][CH2:54][CH2:55][CH2:56][NH:57]C(OCC1C=CC=CC=1)=O)[C:50]([NH2:52])=[O:51].C(N1CCNCC1)C1C=CC=CC=1>>[NH2:57][CH2:56][CH2:55][CH2:54][CH2:53][C@H:49]([NH:48][C:40]([CH2:39][CH2:38][O:37][C:34]1[CH:35]=[CH:36][C:31]([CH2:30][C:29]2[C:25]([O:24][C@@H:6]3[O:7][C@H:8]([CH2:19][OH:20])[C@@H:9]([OH:15])[C@H:10]([OH:11])[C@H:5]3[OH:4])=[N:26][NH:27][C:28]=2[CH:44]([CH3:46])[CH3:45])=[C:32]([CH3:43])[CH:33]=1)=[O:41])[C:50](=[O:51])[NH2:52] |f:1.2|. Procedure details: The title compound was prepared in a similar manner to that described in Example 99 using 3-(2,3,4,6-tetra-O-acetyl-β-D-glucopyranosyloxy)-4-{[4-(2-carboxyethoxy)-2-methyl-phenyl]methyl}-5-isopropyl-1H-pyrazole and (S)-2-amino-6-(benzyloxycarbonylamino)hexanamide hydrochloride instead of 3-(2,3,4,6-tetra-O-acetyl-β-D-glucopyranosyloxy)-4-[(4-{2-[1-carboxy-1-(methyl)ethylcarbamoyl]ethoxy}-2-methyl-phenyl)methyl]-5-isopropyl-1H-pyrazole and 1-benzyl-piperazine, respectively. Procedure details: To a mixture of N-((2S)-1-((2-(3-bromo-4-ethoxy-5-fluorophenyl)-1,3-benzoxazol-6-yl)oxy)propan-2-yl)acetamide (1.50 g) and toluene (10 mL) were added tributyl(1-ethoxyvinyl)stannane (2.25 mL) and tetrakis(triphenylphosphine)palladium(0) (192 mg), and the mixture was stirred at 110° C. for 5 hr under an argon atmosphere. To the reaction mixture was added 0.5N hydrochloric acid, and the mixture was stirred at room temperature for 1 hr, neutralized with saturated aqueous sodium hydrogen carbonate s... The product is C(C)(=O)C=1C=C(C=C(C1OCC)F)C=1OC2=C(N1)C=CC(=C2)OC[C@H](C)NC(C)=O (N-((2S)-1-((2-(3-acetyl-4-ethoxy-5-fluorophenyl)-1,3-benzoxazol-6-yl)oxy)propan-2-yl)acetamide). The solvent is C1(=CC=CC=C1)C (toluene). Conditions: temperature 110 celsius, time 5 hour. Reagents/catalysts: C=1C=CC(=CC1)[P](C=2C=CC=CC2)(C=3C=CC=CC3)[Pd]([P](C=4C=CC=CC4)(C=5C=CC=CC5)C=6C=CC=CC6)([P](C=7C=CC=CC7)(C=8C=CC=CC8)C=9C=CC=CC9)[P](C=1C=CC=CC1)(C=1C=CC=CC1)C=1C=CC=CC1 (tetrakis(triphenylphosphine)palladium(0)). As a reaction SMILES: Br[C:2]1[CH:3]=[C:4]([C:12]2[O:13][C:14]3[CH:20]=[C:19]([O:21][CH2:22][C@@H:23]([NH:25][C:26](=[O:28])[CH3:27])[CH3:24])[CH:18]=[CH:17][C:15]=3[N:16]=2)[CH:5]=[C:6]([F:11])[C:7]=1[O:8][CH2:9][CH3:10].C([Sn](CCCC)(CCCC)[C:34]([O:36]CC)=[CH2:35])CCC.Cl.C(=O)([O-])O.[Na+]>C1C=CC([P]([Pd]([P](C2C=CC=CC=2)(C2C=CC=CC=2)C2C=CC=CC=2)([P](C2C=CC=CC=2)(C2C=CC=CC=2)C2C=CC=CC=2)[P](C2C=CC=CC=2)(C2C=CC=CC=2)C2C=CC=CC=2)(C2C=CC=CC=2)C2C=CC=CC=2)=CC=1.C1(C)C=CC=CC=1>[C:34]([C:2]1[CH:3]=[C:4]([C:12]2[O:13][C:14]3[CH:20]=[C:19]([O:21][CH2:22][C@@H:23]([NH:25][C:26](=[O:28])[CH3:27])[CH3:24])[CH:18]=[CH:17][C:15]=3[N:16]=2)[CH:5]=[C:6]([F:11])[C:7]=1[O:8][CH2:9][CH3:10])(=[O:36])[CH3:35] |f:3.4,^1:56,58,77,96|. Starting materials: C(CCC)[Sn](C(=C)OCC)(CCCC)CCCC (tributyl(1-ethoxyvinyl)stannane), BrC=1C=C(C=C(C1OCC)F)C=1OC2=C(N1)C=CC(=C2)OC[C@H](C)NC(C)=O (N-((2S)-1-((2-(3-bromo-4-ethoxy-5-fluorophenyl)-1,3-benzoxazol-6-yl)oxy)propan-2-yl)acetamide), C(O)([O-])=O.[Na+] (sodium hydrogen carbonate), Cl (hydrochloric acid). Starting materials: O=Cc1ccc(O)cc1Br, O=C([O-])O, CCOC(C)=O, Cc1ccccc1, CO, [Na+], O, OB(O)c1ccccc1, c1ccc(P(c2ccccc2)(c2ccccc2)[Pd](P(c2ccccc2)(c2ccccc2)c2ccccc2)(P(c2ccccc2)(c2ccccc2)c2ccccc2)P(c2ccccc2)(c2ccccc2)c2ccccc2)cc1. The product is O=Cc1ccc(O)cc1-c1ccccc1. RXN SMILES: [Br:1][c:2]1[c:3]([CH:4]=[O:5])[cH:6][cH:7][c:8]([OH:10])[cH:9]1.[C:20](=[O:21])([OH:22])[O-:23].[CH3:105][CH2:106][O:107][C:108](=[O:109])[CH3:110].[CH3:111][c:112]1[cH:113][cH:114][cH:115][cH:116][cH:117]1.[CH3:25][OH:26].[Na+:24].[OH2:104].[c:11]1([B:17]([OH:18])[OH:19])[cH:12][cH:13][cH:14][cH:15][cH:16]1.[cH:27]1[cH:28][cH:29][c:30]([P:31]([Pd:32]([P:33]([c:34]2[cH:35][cH:36][cH:37][cH:38][cH:39]2)([c:40]2[cH:41][cH:42][cH:43][cH:44][cH:45]2)[c:46]2[cH:47][cH:48][cH:49][cH:50][cH:51]2)([P:52]([c:53]2[cH:54][cH:55][cH:56][cH:57][cH:58]2)([c:59]2[cH:60][cH:61][cH:62][cH:63][cH:64]2)[c:65]2[cH:66][cH:67][cH:68][cH:69][cH:70]2)[P:71]([c:72]2[cH:73][cH:74][cH:75][cH:76][cH:77]2)([c:78]2[cH:79][cH:80][cH:81][cH:82][cH:83]2)[c:84]2[cH:85][cH:86][cH:87][cH:88][cH:89]2)([c:90]2[cH:91][cH:92][cH:93][cH:94][cH:95]2)[c:96]2[cH:97][cH:98][cH:99][cH:100][cH:101]2)[cH:102][cH:103]1>>[c:2]1(-[c:11]2[cH:12][cH:13][cH:14][cH:15][cH:16]2)[c:3]([CH:4]=[O:5])[cH:6][cH:7][c:8]([OH:10])[cH:9]1. Reactants: CNc1nccc(-c2c(-c3ccccc3)ncn2C2CCNCC2)n1, CCCCCCC, ClCc1ncccn1, ClCCl, Nc1nccc(-c2c(-c3ccc(F)cc3)ncn2C2CCN(Cc3ncccn3)CC2)n1, O. The product is CNc1nccc(-c2c(-c3ccccc3)ncn2C2CCN(Cc3ncccn3)CC2)n1. As a reaction SMILES: [CH3:1][NH:2][c:3]1[n:4][cH:5][cH:6][c:7](-[c:9]2[c:10](-[c:20]3[cH:21][cH:22][cH:23][cH:24][cH:25]3)[n:11][cH:12][n:13]2[CH:14]2[CH2:15][CH2:16][NH:17][CH2:18][CH2:19]2)[n:8]1.[CH3:66][CH2:67][CH2:68][CH2:69][CH2:70][CH2:71][CH3:72].[Cl:26][CH2:27][c:28]1[n:29][cH:30][cH:31][cH:32][n:33]1.[Cl:73][CH2:74][Cl:75].[F:34][c:35]1[cH:36][cH:37][c:38](-[c:39]2[n:40][cH:41][n:42]([CH:43]3[CH2:44][CH2:45][N:46]([CH2:47][c:48]4[n:49][cH:50][cH:51][cH:52][n:53]4)[CH2:54][CH2:55]3)[c:56]2-[c:57]2[cH:58][cH:59][n:60][c:61]([NH2:62])[n:63]2)[cH:64][cH:65]1.[OH2:76]>>[CH3:1][NH:2][c:3]1[n:4][cH:5][cH:6][c:7](-[c:9]2[c:10](-[c:20]3[cH:21][cH:22][cH:23][cH:24][cH:25]3)[n:11][cH:12][n:13]2[CH:14]2[CH2:15][CH2:16][N:17]([CH2:27][c:28]3[n:29][cH:30][cH:31][cH:32][n:33]3)[CH2:18][CH2:19]2)[n:8]1.